From a dataset of the Open Reaction Database (ORD), a public repository of structured organic reaction records. describe an organic reaction: reactants, conditions, products, and yield The reactants are C(CC1=CC=CC=C1)N (phenethylamine), O=C1C=2C=CC(N(C2CCC1)CC=C)=O (5,6,7,8-tetrahydro-5-oxo-1-(2-propenyl)-2(1H)-quinolinone), C1(=CC=C(C=C1)S(=O)(=O)O)C (para-toluenesulfonic acid). Solvent: C1(=CC=CC=C1)C (toluene). Run at time 18 hour. Yields the product C1(=CC=CC=C1)CCNC1C=2C=CC(N(C2CCC1)CC=C)=O (5,6,7,8-Tetrahydro-5-[(2-phenylethyl)amino]-1-(2-propenyl)-2(1H)-quinolinon). Yield: 89.6%. RXN SMILES: [CH2:1]([NH2:9])[CH2:2][C:3]1[CH:8]=[CH:7][CH:6]=[CH:5][CH:4]=1.O=[C:11]1[CH2:20][CH2:19][CH2:18][C:17]2[N:16]([CH2:21][CH:22]=[CH2:23])[C:15](=[O:24])[CH:14]=[CH:13][C:12]1=2.C1(C)C=CC(S(O)(=O)=O)=CC=1>C1(C)C=CC=CC=1>[C:3]1([CH2:2][CH2:1][NH:9][CH:11]2[CH2:20][CH2:19][CH2:18][C:17]3[N:16]([CH2:21][CH:22]=[CH2:23])[C:15](=[O:24])[CH:14]=[CH:13][C:12]2=3)[CH:8]=[CH:7][CH:6]=[CH:5][CH:4]=1. Reported procedure: A mixture of phenethylamine (6.1 g), 5,6,7,8-tetrahydro-5-oxo-1-(2-propenyl)-2(1H)-quinolinone (10.0 g), and a catalytic amount of para-toluenesulfonic acid was heated in refluxing toluene (150 ml), with azeotropic removal of water, for 18 hrs. The solution was cooled and washed with water. The aqueous phase was extracted with dichloromethane, and the combined organic layers were washed with brine, dried over anhydrous magnesium sulfate, filtered, and the filtrate was concentrated. Sodium borohy... Reactants: COC(=O)C(Cc1ccc(Oc2nccc3cnccc23)cc1)NC(=O)OC(C)(C)C, ClCCl, O=C(O)C(F)(F)F. The product is COC(=O)C(N)Cc1ccc(Oc2nccc3cnccc23)cc1. Reaction SMILES: [CH3:1][O:2][C:3]([CH:4]([CH2:5][c:6]1[cH:7][cH:8][c:9]([O:12][c:13]2[n:14][cH:15][cH:16][c:17]3[cH:18][n:19][cH:20][cH:21][c:22]23)[cH:10][cH:11]1)[NH:23][C:24]([O:25][C:26]([CH3:27])([CH3:28])[CH3:29])=[O:30])=[O:31].[Cl:39][CH2:40][Cl:41].[OH:32][C:33]([C:34]([F:35])([F:36])[F:37])=[O:38]>>[CH3:1][O:2][C:3]([CH:4]([CH2:5][c:6]1[cH:7][cH:8][c:9]([O:12][c:13]2[n:14][cH:15][cH:16][c:17]3[cH:18][n:19][cH:20][cH:21][c:22]23)[cH:10][cH:11]1)[NH2:23])=[O:31]. Reactants: [F-].[Cs+] (cesium fluoride), BrCC(=O)OCC (ethyl bromoacetate), ClC1=CC(=CC=2C(C3=CC=CC=C3C12)=O)F (4-chloro-2-fluoro-fluoren-9-one), C([O-])([O-])=O.[K+].[K+] (potassium carbonate), C[Si](C(F)(F)F)(C)C (trimethyl(trifluoromethyl)silane). The solvent is CN(C=O)C (dimethylformamide), O (Water). The product is C(C)OC(COC1(C2=CC=CC=C2C=2C(=CC(=CC12)F)Cl)C(F)(F)F)=O ((4-chloro-2-fluoro-9-trifluoromethyl-9H-fluoren-9-yloxy)-acetic acid ethyl ester). As a reaction SMILES: [Cl:1][C:2]1[C:14]2[C:13]3[C:8](=[CH:9][CH:10]=[CH:11][CH:12]=3)[C:7](=[O:15])[C:6]=2[CH:5]=[C:4]([F:16])[CH:3]=1.C(=O)([O-])[O-].[K+].[K+].C[Si](C)(C)[C:25]([F:28])([F:27])[F:26].[F-].[Cs+].Br[CH2:34][C:35]([O:37][CH2:38][CH3:39])=[O:36]>O.CN(C)C=O>[CH2:38]([O:37][C:35](=[O:36])[CH2:34][O:15][C:7]1([C:25]([F:28])([F:27])[F:26])[C:6]2[CH:5]=[C:4]([F:16])[CH:3]=[C:2]([Cl:1])[C:14]=2[C:13]2[C:8]1=[CH:9][CH:10]=[CH:11][CH:12]=2)[CH3:39] |f:1.2.3,5.6|. Procedure: To a mixture of dimethylformamide (1000 ml) and 4-chloro-2-fluoro-fluoren-9-one (204 g) was added potassium carbonate (36.4 g), and the mixture was stirred in a water bath. To this mixture was added dropwise trimethyl(trifluoromethyl)silane (156 ml) over 30 min, and the mixture was further stirred at room temperature for 30 min. To the reaction mixture was added cesium fluoride (173 g), ethyl bromoacetate (75 ml) was added dropwise over 20 min, and the mixture was stirred at room temperature. Wa... The reactants are BrC=1C=C(C(OC)=C(C1)Br)N (4,6-dibromo-o-anisidine), C(=O)=O (carbon dioxide), C(=S)(Cl)Cl (thiophosgene), solid, C([O-])(O)=O (bicarbonate), C(C)#N (acetonitrile). The solvent is ClCCl (dichloromethane), C(Cl)Cl (CH2Cl2). Reaction conditions: time 2 hour. The product is COC1=C(C(=CC(=C1)Br)Br)N=C=S (2-Methoxy-4,6-dibromophenylisothiocyanate). RXN SMILES: [Br:1][C:2]1[CH:3]=C(N)C(=[C:8]([Br:10])[CH:9]=1)OC.[C:12](=O)(O)[O-:13].[C:16](Cl)(Cl)=[S:17].C(=O)=O.[C:23](#[N:25])[CH3:24]>C(Cl)Cl>[CH3:12][O:13][C:24]1[CH:3]=[C:2]([Br:1])[CH:9]=[C:8]([Br:10])[C:23]=1[N:25]=[C:16]=[S:17]. Procedure: In a flask under argon were placed 19.75 grams of 4,6-dibromo-o-anisidine (70 mmol) and 20 grams of solid bicarbonate. A large, heavy-duty magnetic stir bar was added, followed by 120 ml acetonitrile and 50 ml dichloromethane. The suspension was stirred at 0° C. as 6.0 ml of thiophosgene was added rapidly by syringe. A thick precipitate developed immediately. This was stirred vigorously as the contents of the flask were slowly warmed to room temperature. The carbon dioxide generated was led to a... Starting materials: BrCC(=O)C=1C(=NOC1C1=CC=C(C=C1)Br)C (2-bromo-1-[5-(4-bromo-phenyl)-3-methyl-isoxazol-4-yl]-ethanone), CC1=CC(=CC=C1)S (m-thiocresol). Yields the product BrC1=CC=C(C=C1)C1=C(C(=NO1)C)C(CSC=1C=C(C=CC1)C)=O (1-[5-(4-Bromo-phenyl)-3-methyl-isoxazol-4-yl]-2-m-tolylsulfanyl-ethanone). RXN SMILES: Br[CH2:2][C:3]([C:5]1[C:6]([CH3:17])=[N:7][O:8][C:9]=1[C:10]1[CH:15]=[CH:14][C:13]([Br:16])=[CH:12][CH:11]=1)=[O:4].[CH3:18][C:19]1[CH:24]=[CH:23][CH:22]=[C:21]([SH:25])[CH:20]=1>>[Br:16][C:13]1[CH:14]=[CH:15][C:10]([C:9]2[O:8][N:7]=[C:6]([CH3:17])[C:5]=2[C:3](=[O:4])[CH2:2][S:25][C:21]2[CH:20]=[C:19]([CH3:18])[CH:24]=[CH:23][CH:22]=2)=[CH:11][CH:12]=1. Procedure: Prepared according to the procedure described in Example 3, Step 7, using 2-bromo-1-[5-(4-bromo-phenyl)-3-methyl-isoxazol-4-yl]-ethanone and m-thiocresol. Starting materials: BrB(Br)Br, C1=CCCCC1, CC1c2cc(F)ccc2-c2ccccc2N1S(=O)(=O)c1ccc(O)cc1. Product: CC1c2ccccc2-c2ccccc2N1S(=O)(=O)c1ccc(O)cc1. As a reaction SMILES: [B:27]([Br:28])([Br:29])[Br:30].[CH2:31]1[CH2:32][CH:33]=[CH:34][CH2:35][CH2:36]1.[F:1][c:2]1[cH:3][c:4]2[c:13]([cH:14][cH:15]1)-[c:12]1[c:7]([cH:8][cH:9][cH:10][cH:11]1)[N:6]([S:16](=[O:17])(=[O:18])[c:19]1[cH:20][cH:21][c:22]([OH:25])[cH:23][cH:24]1)[CH:5]2[CH3:26]>>[cH:2]1[cH:3][c:4]2[c:13]([cH:14][cH:15]1)-[c:12]1[c:7]([cH:8][cH:9][cH:10][cH:11]1)[N:6]([S:16](=[O:17])(=[O:18])[c:19]1[cH:20][cH:21][c:22]([OH:25])[cH:23][cH:24]1)[CH:5]2[CH3:26]. The reactants are FC(C1=CC(=CC=C1)N1CCNCC1)(F)F (N-(α,α,α-trifluoro-m-tolyl)piperazine), ClCCC1CN(C(O1)=O)C (5-(2-chloroethyl)-3-methyl-2-oxazolidinone), C([O-])([O-])=O.[Na+].[Na+] (sodium carbonate), [I-].[K+] (potassium iodide), hydrochloride salt. Solvent: C(CCC)O (1-butanol). Product: O.Cl.CN1C(OC(C1)CCN1CCN(CC1)C1=CC(=CC=C1)C(F)(F)F)=O.CN1C(OC(C1)CCN1CCN(CC1)C1=CC(=CC=C1)C(F)(F)F)=O.Cl (3-Methyl-5-[2-[4-[3-(trifluoromethyl)phenyl]-1-piperazinyl]ethyl]-2-oxazolidinone monohydrochloride hemihydrate). Yield: 117.3%. As a reaction SMILES: [F:1][C:2]([F:16])([F:15])[C:3]1[CH:8]=[CH:7][CH:6]=[C:5]([N:9]2[CH2:14][CH2:13][NH:12][CH2:11][CH2:10]2)[CH:4]=1.[Cl:17][CH2:18][CH2:19][CH:20]1[O:24][C:23](=[O:25])[N:22]([CH3:26])[CH2:21]1.C(=O)([O-])[O-].[Na+].[Na+].[I-].[K+]>C(O)CCC>[OH2:24].[ClH:17].[CH3:26][N:22]1[CH2:21][CH:20]([CH2:19][CH2:18][N:12]2[CH2:13][CH2:14][N:9]([C:5]3[CH:6]=[CH:7][CH:8]=[C:3]([C:2]([F:1])([F:15])[F:16])[CH:4]=3)[CH2:10][CH2:11]2)[O:24][C:23]1=[O:25].[CH3:26][N:22]1[CH2:21][CH:20]([CH2:19][CH2:18][N:12]2[CH2:13][CH2:14][N:9]([C:5]3[CH:6]=[CH:7][CH:8]=[C:3]([C:2]([F:1])([F:15])[F:16])[CH:4]=3)[CH2:10][CH2:11]2)[O:24][C:23]1=[O:25].[ClH:17] |f:2.3.4,5.6,8.9.10.11.12|. Reported procedure: This compound was prepared according to the procedure of Example 2. A mixture of 4.6 g (0.02 mol) of N-(α,α,α-trifluoro-m-tolyl)piperazine (95%, Aldrich), 3.3 g (0.02 mol) of 5-(2-chloroethyl)-3-methyl-2-oxazolidinone, 6.4 g (0.06 mol) of anhydrous sodium carbonate and 0.4 g of potassium iodide in 100 mL of 1-butanol gave a gum as residue. This gum was dissolved in ethyl and converted to the hydrochloride salt. The solid salt was recrystallized from 2-propanol/absolute ethanol to yield 6.3 g (80...